From a dataset of the Open Reaction Database (ORD), a public repository of structured organic reaction records. describe an organic reaction: reactants, conditions, products, and yield The reactants are FC(S(=O)(=O)OC=1C(=CC(=C2C=CC=NC12)Cl)C(C)=O)(F)F (7-acetyl-5-chloroquinolin-8-yl trifluoromethanesulfonate), Cl.FC1(CCNCC1)F (4,4-difluoropiperidine hydrochloride), C1=CC=C(C=C1)P(C2=CC=CC=C2)C3=C(C4=CC=CC=C4C=C3)C5=C(C=CC6=CC=CC=C65)P(C7=CC=CC=C7)C8=CC=CC=C8 ((S)-(−)-2,2′-bis(diphenylphosphino)-1,1′-binaphthyl), C([O-])([O-])=O.[Cs+].[Cs+] (cesium carbonate). The reagents and catalysts are C(C)(=O)[O-].[Pd+2].C(C)(=O)[O-] (palladium acetate). Run in O1CCCC1 (tetrahydrofuran), ClCCl (dichloromethane). Conditions: temperature 65 celsius. Product: ClC1=C2C=CC=NC2=C(C(=C1)C(C)=O)N1CCC(CC1)(F)F (1-[5-Chloro-8-(4,4-difluoropiperidin-1-yl)quinolin-7-yl]ethanone). As a reaction SMILES: FC(F)(F)S(O[C:7]1[C:8]([C:18](=[O:20])[CH3:19])=[CH:9][C:10]([Cl:17])=[C:11]2[C:16]=1[N:15]=[CH:14][CH:13]=[CH:12]2)(=O)=O.Cl.[F:24][C:25]1([F:31])[CH2:30][CH2:29][NH:28][CH2:27][CH2:26]1.C1C=CC(P(C2C=CC3C(=CC=CC=3)C=2C2C3C(=CC=CC=3)C=CC=2P(C2C=CC=CC=2)C2C=CC=CC=2)C2C=CC=CC=2)=CC=1.C(=O)([O-])[O-].[Cs+].[Cs+]>O1CCCC1.ClCCl.C([O-])(=O)C.[Pd+2].C([O-])(=O)C>[Cl:17][C:10]1[CH:9]=[C:8]([C:18](=[O:20])[CH3:19])[C:7]([N:28]2[CH2:29][CH2:30][C:25]([F:31])([F:24])[CH2:26][CH2:27]2)=[C:16]2[C:11]=1[CH:12]=[CH:13][CH:14]=[N:15]2 |f:1.2,4.5.6,9.10.11|. Reported procedure: A stirred mixture of 7-acetyl-5-chloroquinolin-8-yl trifluoromethanesulfonate (0.106 g, 0.301 mmol), 4,4-difluoropiperidine hydrochloride (0.0570 g, 0.362 mmol), palladium acetate (1 mg, 0.006 mmol), (S)-(−)-2,2′-bis(diphenylphosphino)-1,1′-binaphthyl (6 mg, 0.009 mmol), and cesium carbonate (0.274 g, 0.843 mmol) in tetrahydrofuran (3 mL) was heated at 65° C. overnight. The mixture was cooled, diluted with dichloromethane and filtered. The filtrate was washed with brine, dried over sodium sulfat... Starting materials: NC=1C=C(C(=O)O)C=CC1OC (3-amino-4-methoxybenzoic acid), C(CC)(=O)Cl (propionyl chloride), ClC1=CC=C(N)C=C1 (4-chloroaniline). The product is ClC1=CC=C(C=C1)NC(C1=CC(=C(C=C1)OC)NC(CC)=O)=O (N-(4′-chlorophenyl)-3-propionamido-4-methoxybenzamide). Reaction SMILES: [NH2:1][C:2]1[CH:3]=[C:4]([CH:8]=[CH:9][C:10]=1[O:11][CH3:12])[C:5]([OH:7])=O.[C:13](Cl)(=[O:16])[CH2:14][CH3:15].[Cl:18][C:19]1[CH:25]=[CH:24][C:22]([NH2:23])=[CH:21][CH:20]=1>>[Cl:18][C:19]1[CH:25]=[CH:24][C:22]([NH:23][C:5](=[O:7])[C:4]2[CH:8]=[CH:9][C:10]([O:11][CH3:12])=[C:2]([NH:1][C:13](=[O:16])[CH2:14][CH3:15])[CH:3]=2)=[CH:21][CH:20]=1. Procedure details: Compound 2613 is synthesized following a similar method as in Example 1 and using 3-amino-4-methoxybenzoic acid, propionyl chloride and 4-chloroaniline as materials. Total yield of the two steps: 30%. The reactants are Cl, C1COCCO1, COc1ccccc1C1(F)CCC(c2ccccc2)(c2ccccc2)C2CN(C(=O)OC(C)(C)C)CC21. The product is Cl, COc1ccccc1C1(F)CCC(c2ccccc2)(c2ccccc2)C2CNCC21. As a reaction SMILES: [ClH:1].[O:39]1[CH2:40][CH2:41][O:42][CH2:43][CH2:44]1.[c:2]1([C:8]2([c:33]3[cH:34][cH:35][cH:36][cH:37][cH:38]3)[CH2:9][CH2:10][C:11]([c:24]3[c:25]([O:30][CH3:31])[cH:26][cH:27][cH:28][cH:29]3)([F:32])[CH:12]3[CH2:13][N:14]([C:17]([O:18][C:19]([CH3:20])([CH3:21])[CH3:22])=[O:23])[CH2:15][CH:16]23)[cH:3][cH:4][cH:5][cH:6][cH:7]1>>[ClH:1].[c:2]1([C:8]2([c:33]3[cH:34][cH:35][cH:36][cH:37][cH:38]3)[CH2:9][CH2:10][C:11]([c:24]3[c:25]([O:30][CH3:31])[cH:26][cH:27][cH:28][cH:29]3)([F:32])[CH:12]3[CH2:13][NH:14][CH2:15][CH:16]23)[cH:3][cH:4][cH:5][cH:6][cH:7]1. Starting materials: ClC=1OC2=C(C1)C=C(C=C2)C(=C(C=2C=NC(=CC2)Cl)C2=CC=C(C=C2)O)CC (4-(2-(2-chlorobenzofuran-5-yl)-1-(6-chloropyridin-3-yl)but-1-enyl)phenol), CNCCNC (N,N′-dimethylethane-1,2-diamine). The product is ClC=1OC2=C(C1)C=C(C=C2)C(=C(C=2C=NC(=CC2)N(CCNC)C)C2=CC=C(C=C2)O)CC (4-(2-(2-Chlorobenzofuran-5-yl)-1-(6-(methyl(2-(methylamino)ethyl)amino)pyridin-3-yl)but-1-enyl) phenol). As a reaction SMILES: [Cl:1][C:2]1[O:3][C:4]2[CH:10]=[CH:9][C:8]([C:11]([CH2:27][CH3:28])=[C:12]([C:20]3[CH:25]=[CH:24][C:23]([OH:26])=[CH:22][CH:21]=3)[C:13]3[CH:14]=[N:15][C:16](Cl)=[CH:17][CH:18]=3)=[CH:7][C:5]=2[CH:6]=1.[CH3:29][NH:30][CH2:31][CH2:32][NH:33][CH3:34]>>[Cl:1][C:2]1[O:3][C:4]2[CH:10]=[CH:9][C:8]([C:11]([CH2:27][CH3:28])=[C:12]([C:20]3[CH:21]=[CH:22][C:23]([OH:26])=[CH:24][CH:25]=3)[C:13]3[CH:14]=[N:15][C:16]([N:30]([CH3:29])[CH2:31][CH2:32][NH:33][CH3:34])=[CH:17][CH:18]=3)=[CH:7][C:5]=2[CH:6]=1. Procedure: According to the same procedure as example 16, step C described, 4-(2-(2-chlorobenzofuran-5-yl)-1-(6-chloropyridin-3-yl)but-1-enyl)phenol (70 mg, 1.0 eq) was reacted with N,N′-dimethylethane-1,2-diamine (150 mg, 10 eq) to give the desired product (Z/E=1/1). m/z=462[M+1]+. The reactants are C(=C)[Mg]Br (vinyl magnesium bromide), COC([C@@H](N(C1CCCCC1)C(=O)OC(C)(C)C)C)=O (Boc-cyclohexylalanine methyl ester), [H-].C(C(C)C)[Al+]CC(C)C (diisobutylaluminum hydride), solution, C1(=CC=CC=C1)C (toluene), C1(=CC=CC=C1)C (toluene). Run at temperature 0 celsius, time 30 minute. Yields the product C(C)(C)(C)OC(=O)N[C@H](C(C=C)O)CC1CCCCC1 (4(S)-t-Butyloxycarbonylamino 5 cyclohexyl-3(R,S)-hydroxy-1-pentene). Yield: 60.0%. RXN SMILES: C[O:2][C:3](=O)[C@H:4](C)[N:5]([C:12]([O:14][C:15]([CH3:18])([CH3:17])[CH3:16])=[O:13])C1CCCCC1.[H-].C([Al+]CC(C)C)C(C)C.[CH:31]([Mg]Br)=[CH2:32].[C:35]1([CH3:41])[CH:40]=[CH:39][CH:38]=[CH:37][CH:36]=1>>[C:15]([O:14][C:12]([NH:5][C@@H:4]([CH2:41][CH:35]1[CH2:40][CH2:39][CH2:38][CH2:37][CH2:36]1)[CH:3]([OH:2])[CH:31]=[CH2:32])=[O:13])([CH3:18])([CH3:17])[CH3:16] |f:1.2|. Procedure details: To a stirred -78° C. solution of Boc-cyclohexylalanine methyl ester (10.2 g, 35.8 mmol) in dry toluene (60 mL) was added diisobutylaluminum hydride (34 mL of a 1.5M solution in toluene). After 30 minutes, vinyl magnesium bromide (108 mL of 1M solution in THF) was added. After stirring for 15 hours at 0° C., the mixture was carefully quenched with methanol, treated with Rochelle salts (22 mL of saturated aqueous solution in 140 mL H2O), and filtered. After extracting the solids 5 times with ethyl... Starting materials: O (water), [OH-].[Na+] (sodium hydroxide), O (water), C(C)(=O)O (acetic acid), C(C)(=O)NC=1C(=C(C(=CC1Cl)NC(C(CC)OC1=C(C=C(C=C1)C(C)(C)CC)C(C)(C)CC)=O)O)[N+](=O)[O-] (3-acetylamino-4-chloro-2-nitro-6-[2-(2,4-di-t-amylphenoxy)butanoylamino]phenol). Run in CO (methanol). Yields the product ClC1=CC(=C(C=2C1=NC(CC(N2)=O)=O)O)NC(C(CC)OC2=C(C=C(C=C2)C(C)(C)CC)C(C)(C)CC)=O (9-Chloro-7-[2-(2,4-di-t-amylphenoxy)butanoylamino]-6-hydroxy-1,5-benzodiazepin-2,4-dione). As a reaction SMILES: [C:1]([NH:4][C:5]1[C:6]([N+:36]([O-])=O)=[C:7]([OH:35])[C:8]([NH:12][C:13](=[O:34])[CH:14]([O:17][C:18]2[CH:23]=[CH:22][C:21]([C:24]([CH2:27][CH3:28])([CH3:26])[CH3:25])=[CH:20][C:19]=2[C:29]([CH2:32][CH3:33])([CH3:31])[CH3:30])[CH2:15][CH3:16])=[CH:9][C:10]=1[Cl:11])(=[O:3])[CH3:2].[OH-].[Na+].O.[C:42](O)(=[O:44])C>CO>[Cl:11][C:10]1[C:5]2=[N:4][C:1](=[O:3])[CH2:2][C:42](=[O:44])[N:36]=[C:6]2[C:7]([OH:35])=[C:8]([NH:12][C:13](=[O:34])[CH:14]([O:17][C:18]2[CH:23]=[CH:22][C:21]([C:24]([CH2:27][CH3:28])([CH3:25])[CH3:26])=[CH:20][C:19]=2[C:29]([CH2:32][CH3:33])([CH3:30])[CH3:31])[CH2:15][CH3:16])[CH:9]=1 |f:1.2|. Procedure details: In 200 ml of methanol was dispersed 40 g of the 3-acetylamino-4-chloro-2-nitro-6-[2-(2,4-di-t-amylphenoxy)butanoylamino]phenol, and the dispersion was stirred while refluxing for 5 hours together with 9 g of sodium hydroxide and 40 ml of water. The reaction mixture was cooled to room temperature and then poured into 300 ml of water. Upon dropwise addition of 15 ml of acetic acid, red crystals were precipitated. The crystals were collected by filtration, recrystallized from acetonitrile, and drie... The reactants are S(=O)(=O)(OC)OC (Dimethyl sulfate), O=C(CCCC1=CC=C2C=CC3=CC=CC4=CC=C1C2=C34)OCCN3CCOCC3 (4-[2-[1-oxo-4-(1-pyrenyl)butoxy]ethyl]morpholine). The solvent is CC(=O)C (acetone). Run at temperature 50 celsius. Yields the product COS(=O)(=O)[O-].C[N+]1(CCOCC1)CCOC(CCCC1=CC=C2C=CC3=CC=CC4=CC=C1C2=C34)=O (4-Methyl-4-[2-[1-oxo-4-(1-pyrenyl)butoxy]ethyl]morpholinium Methyl Sulfate). As a reaction SMILES: [S:1]([O:6]C)([O:4][CH3:5])(=[O:3])=[O:2].[O:8]=[C:9]([O:29][CH2:30][CH2:31][N:32]1[CH2:37][CH2:36][O:35][CH2:34][CH2:33]1)[CH2:10][CH2:11][CH2:12][C:13]1[C:26]2[C:27]3=[C:28]4[C:23](=[CH:24][CH:25]=2)[CH:22]=[CH:21][CH:20]=[C:19]4[CH:18]=[CH:17][C:16]3=[CH:15][CH:14]=1>CC(C)=O>[CH3:5][O:4][S:1]([O-:6])(=[O:3])=[O:2].[CH3:5][N+:32]1([CH2:31][CH2:30][O:29][C:9](=[O:8])[CH2:10][CH2:11][CH2:12][C:13]2[C:26]3[C:27]4=[C:28]5[C:23](=[CH:24][CH:25]=3)[CH:22]=[CH:21][CH:20]=[C:19]5[CH:18]=[CH:17][C:16]4=[CH:15][CH:14]=2)[CH2:37][CH2:36][O:35][CH2:34][CH2:33]1 |f:3.4|. Reported procedure: Dimethyl sulfate (6 mls; 0.063M) is added dropwise to a solution of 4-[2-[1-oxo-4-(1-pyrenyl)butoxy]ethyl]morpholine (2.64 grams; 0.006M) in dry acetone (50 mls) at 0° C., and the resulting reaction mixture is then heated at 50° C. for 1.5 hours. The reaction mixture is cooled to ambient temperature and filtered to recover a precipitate of the desired compound which weighs 2.28 grams, after drying in a vacuum oven, and melts at 115°-117° C. Starting materials: BrC(C)C (2-Bromopropane), BrC=1C(NC=C(C1)C(F)(F)F)=O (3-bromo-5-trifluoromethyl-2(1H)-pyridone), BrC(C)C (2-bromopropane). Reagents/catalysts: C([O-])([O-])=O.[Ag+2] (silver carbonate). The solvent is CCCCCC (hexane). Conditions: temperature 50 celsius, time 14 hour. Product: BrC=1C(=NC=C(C1)C(F)(F)F)OC(C)C (3-Bromo-2-(2propyl)oxy-5-trifluoromethylpyridine). Yield: 71.3%. Reaction SMILES: Br[CH:2]([CH3:4])[CH3:3].[Br:5][C:6]1[C:7](=[O:16])[NH:8][CH:9]=[C:10]([C:12]([F:15])([F:14])[F:13])[CH:11]=1>CCCCCC.C(=O)([O-])[O-].[Ag+2]>[Br:5][C:6]1[C:7]([O:16][CH:2]([CH3:4])[CH3:3])=[N:8][CH:9]=[C:10]([C:12]([F:15])([F:14])[F:13])[CH:11]=1 |f:3.4|. Reported procedure: 2-Bromopropane (0.78 ml, 8.3 mmol) was added to a stirred suspension of 3-bromo-5-trifluoromethyl-2(1H)-pyridone (2.0 g, 8.3 mmol) and silver carbonate (1.16 g, 4.2 mmol) in hexane (40 ml) and the mixture stirred at 50° C. for 14 h, then at reflux for 3 h. More 2-bromopropane (0.78 ml) was added and reflux resumed for a further 3 h. On cooling, the mixture was filtered, the filtrate diluted with hexane (100 ml) and washed with water (50 ml). The organic layer was dried (Na2SO4), evaporated, and ... The reactants are BrCc1ccco1, Cn1cnc2[nH]c(=O)[nH]c(=O)c21, CS(C)=O, [H-], [Na+]. RXN SMILES: [CH2:15]([c:16]1[cH:17][cH:18][cH:19][o:20]1)[Br:21].[CH3:1][n:2]1[cH:3][n:4][c:5]2[nH:6][c:7](=[O:12])[nH:8][c:9](=[O:11])[c:10]12.[CH3:22][S:23]([CH3:24])=[O:25].[H-:13].[Na+:14]>>[CH3:1][n:2]1[cH:3][n:4][c:5]2[n:6]([CH2:15][c:16]3[cH:17][cH:18][cH:19][o:20]3)[c:7](=[O:12])[nH:8][c:9](=[O:11])[c:10]12. Product: Cn1cnc2c1c(=O)[nH]c(=O)n2Cc1ccco1.